The task is: describe an organic reaction: reactants, conditions, products, and yield. This data is from the Open Reaction Database (ORD), a public repository of structured organic reaction records. Starting materials: ICCC (1-iodopropane), C(=O)(C(F)(F)F)O (TFA), C(=O)(OC(C)(C)C)N1C[C@H](OCC1)CC1=CC(=C(C=C1)O)Cl (N-BOC-(R)-2-(3-chloro-4-hydroxybenzyl)morpholine), C(=O)(OC(C)(C)C)N1C[C@H](OCC1)CC1=CC(=CC=C1)C=CC=1C=NC=CC1 (N-Boc-(R)-2-(3-(2-(3-pyridinyl)vinyl)-benzyl)morpholine). Product: ClC=1C=C(C[C@@H]2CNCCO2)C=CC1OCCC ((R)-2-(3-Chloro-4-propyloxy-benzyl)-morpholine), example 58. RXN SMILES: C([N:8]1[CH2:13][CH2:12][O:11][C@H:10]([CH2:14][C:15]2[CH:20]=[CH:19][C:18]([OH:21])=[C:17]([Cl:22])[CH:16]=2)[CH2:9]1)(OC(C)(C)C)=O.C(N1CCO[C@H](CC2C=CC=C(C=CC3C=NC=CC=3)C=2)C1)(O[C:26](C)([CH3:28])[CH3:27])=O.ICCC.C(O)(C(F)(F)F)=O>>[Cl:22][C:17]1[CH:16]=[C:15]([CH:20]=[CH:19][C:18]=1[O:21][CH2:27][CH2:26][CH3:28])[CH2:14][C@H:10]1[O:11][CH2:12][CH2:13][NH:8][CH2:9]1. Procedure details: Example 58 was prepared using the same procedure as described for example 20, starting from N-BOC-(R)-2-(3-chloro-4-hydroxybenzyl)morpholine, example 7, intermediate (a), and 1-iodopropane. The resulting intermediate was deprotected with TFA as described for example 20 to yield the desired morpholine example 58 as a colorless oil (16 mg) after purification by HPLC. Starting materials: NC=1C(=C(C(=O)OC)C=CC1)NCC(OC)OC (methyl 3-amino-2-(2,2-dimethoxyethylamino)benzoate), iodobenzene 1,1-diacetate, ClC1=C(C=O)C=CC=C1 (2-chlorobenzaldehyde), ( Å ). The solvent is C(Cl)Cl (methylene chloride). Reaction conditions: temperature 55 celsius. Yields the product ClC1=C(C=CC=C1)C1=NC2=C(N1CC(OC)OC)C(=CC=C2)C(=O)OC (methyl 2-(2-chlorophenyl)-1-(2,2-dimethoxyethyl)-1H-benzo[d]imidazole-7-carboxylate). Yield: 36.7%. RXN SMILES: [NH2:1][C:2]1[C:3]([NH:12][CH2:13][CH:14]([O:17][CH3:18])[O:15][CH3:16])=[C:4]([CH:9]=[CH:10][CH:11]=1)[C:5]([O:7][CH3:8])=[O:6].[Cl:19][C:20]1[CH:27]=[CH:26][CH:25]=[CH:24][C:21]=1[CH:22]=O>C(Cl)Cl>[Cl:19][C:20]1[CH:27]=[CH:26][CH:25]=[CH:24][C:21]=1[C:22]1[N:12]([CH2:13][CH:14]([O:17][CH3:18])[O:15][CH3:16])[C:3]2[C:4]([C:5]([O:7][CH3:8])=[O:6])=[CH:9][CH:10]=[CH:11][C:2]=2[N:1]=1. Procedure details: Methyl 3-amino-2-(2,2-dimethoxyethylamino)benzoate (498 mg, 2.0 mmol) from Step C of Example 13, 2-chlorobenzaldehyde (303 mg, 2.15 mmol) and 4 {acute over (Å)} molecular sieves were stirred in methylene chloride (6 mL) at room temperature for 1 h. To this mixture was added iodobenzene 1,1-diacetate (1.26 g, 3.92 mmol) and the reaction mixture was heated (external temperature=55° C.) for 10 min. The reaction was quenched with saturated aqueous sodium bicarbonate, 10% aqueous sodium thiosulfate a... The reactants are C(C(C)C)C1=CC=C(CCl)C=C1 (4-isobutylbenzyl chloride), [C-]#N.[Na+] (sodium cyanide), CS(=O)C (dimethylsulfoxide). The solvent is O (water). Yields the product C(C(C)C)C1=CC=C(C=C1)CC#N (4-isobutylphenyl acetonitrile). Yield: 73.4%. Reaction SMILES: [CH2:1]([C:5]1[CH:12]=[CH:11][C:8]([CH2:9]Cl)=[CH:7][CH:6]=1)[CH:2]([CH3:4])[CH3:3].[C-:13]#[N:14].[Na+].CS(C)=O>O>[CH2:1]([C:5]1[CH:12]=[CH:11][C:8]([CH2:9][C:13]#[N:14])=[CH:7][CH:6]=1)[CH:2]([CH3:4])[CH3:3] |f:1.2|. Reported procedure: 527 g of 4-isobutylbenzyl chloride, 153 g of sodium cyanide and 720 ml of dimethylsulfoxide are agitated for 6 hours at 40° C. The mixture is cooled and then diluted with water. An oily layer separates and is extracted with ether. The ether solution is subjected to fractionation and yields 367 g of 4-isobutylphenyl acetonitrile. The reactants are N#Cc1ccc2oc(Cc3ncc[nH]3)c(Cl)c2c1, [Na+], [OH-], O, O=S(=O)(O)O. Yields the product O=C(O)c1ccc2oc(Cc3ncc[nH]3)c(Cl)c2c1. RXN SMILES: [Cl:1][c:2]1[c:3]([CH2:13][c:14]2[nH:15][cH:16][cH:17][n:18]2)[o:4][c:5]2[c:6]1[cH:7][c:8]([C:11]#[N:12])[cH:9][cH:10]2.[Na+:20].[OH-:19].[OH2:21].[S:22](=[O:23])(=[O:24])([OH:25])[OH:26]>>[Cl:1][c:2]1[c:3]([CH2:13][c:14]2[nH:15][cH:16][cH:17][n:18]2)[o:4][c:5]2[c:6]1[cH:7][c:8]([C:11](=[O:19])[OH:21])[cH:9][cH:10]2. Reactants: ClC=1C=C(C(=O)OO)C=CC1 (3-Chloroperoxybenzoic acid), CNC(=O)N1C(N(C=2CCCC(C2C1C1=C(C=C(C=C1)C#N)SC)=O)C1=CC(=CC=C1)C(F)(F)F)=O (4-(4-cyano-2-methylsulfanyl-phenyl)-2,5-dioxo-1-(3-trifluoromethyl-phenyl)-1,4,5,6,7,8-hexahydro-2H-quinazoline-3-carboxylic acid methylamide), CNC(=O)N1C(N(C=2CCCC(C2C1C1=C(C=C(C=C1)C#N)SC)=O)C1=CC(=CC=C1)C(F)(F)F)=O (4-(4-cyano-2-methylsulfanyl-phenyl)-2,5-dioxo-1-(3-trifluoromethyl-phenyl)-1,4,5,6,7,8-hexahydro-2H-quinazoline-3-carboxylic acid methylamide). Run in ClCCl (dichloromethane). Conditions: time 90 minute. The product is CNC(=O)N1C(N(C=2CCCC(C2C1C1=C(C=C(C=C1)C#N)S(=O)C)=O)C1=CC(=CC=C1)C(F)(F)F)=O (4-(4-Cyano-2-methanesulfinyl-phenyl)-2,5-dioxo-1-(3-trifluoromethyl-phenyl)-1,4,5,6,7,8-hexahydro-2H-quinazoline-3-carboxylic acid methylamide). RXN SMILES: ClC1C=C(C=CC=1)C(OO)=[O:6].[CH3:12][NH:13][C:14]([N:16]1[CH:25]([C:26]2[CH:31]=[CH:30][C:29]([C:32]#[N:33])=[CH:28][C:27]=2[S:34][CH3:35])[C:24]2[C:23](=[O:36])[CH2:22][CH2:21][CH2:20][C:19]=2[N:18]([C:37]2[CH:42]=[CH:41][CH:40]=[C:39]([C:43]([F:46])([F:45])[F:44])[CH:38]=2)[C:17]1=[O:47])=[O:15]>ClCCl>[CH3:12][NH:13][C:14]([N:16]1[CH:25]([C:26]2[CH:31]=[CH:30][C:29]([C:32]#[N:33])=[CH:28][C:27]=2[S:34]([CH3:35])=[O:6])[C:24]2[C:23](=[O:36])[CH2:22][CH2:21][CH2:20][C:19]=2[N:18]([C:37]2[CH:42]=[CH:41][CH:40]=[C:39]([C:43]([F:45])([F:44])[F:46])[CH:38]=2)[C:17]1=[O:47])=[O:15]. Procedure: 3-Chloroperoxybenzoic acid (77%, 24 mg, 0.107 mmol) is added at room temperature to a solution of 4-(4-cyano-2-methylsulfanyl-phenyl)-2,5-dioxo-1-(3-trifluoromethyl-phenyl)-1,4,5,6,7,8-hexahydro-2H-quinazoline-3-carboxylic acid methylamide (INTERMEDIATE 8, 63 mg, 0.122 mmol) in dichloromethane (2 mL), and the mixture is stirred for 90 min. The reaction mixture is concentrated under reduced pressure and purified by reversed phase HPLC (X-Bridge C18, gradient of acetonitrile in water, 0.1% NH4OH) ...